From a dataset of the Open Reaction Database (ORD), a public repository of structured organic reaction records. describe an organic reaction: reactants, conditions, products, and yield Reaction conditions: temperature 95 celsius. Solvent: CCO.O (EtOH H2O). Yields the product N(=[N+]=[N-])C=1C=CC=2NC3=CC=C(C=C3C2C1)Br (3-azido-6-bromo-9H-carbazole). The reactants are BrC=1C=CC=2NC3=CC=C(C=C3C2C1)Br (3,6-Dibromocarbazole), [N-]=[N+]=[N-].[Na+] (NaN3), N1[C@H](C(=O)O)CCC1 (L-proline), [OH-].[Na+] (NaOH). RXN SMILES: [Br:1][C:2]1[CH:3]=[CH:4][C:5]2[NH:6][C:7]3[C:12]([C:13]=2[CH:14]=1)=[CH:11][C:10](Br)=[CH:9][CH:8]=3.[N-:16]=[N+:17]=[N-:18].[Na+].N1CCC[C@H]1C(O)=O.[OH-].[Na+]>CCO.O.[Cu]I>[N:16]([C:10]1[CH:9]=[CH:8][C:7]2[NH:6][C:5]3[C:13]([C:12]=2[CH:11]=1)=[CH:14][C:2]([Br:1])=[CH:3][CH:4]=3)=[N+:17]=[N-:18] |f:1.2,4.5,6.7|. Reagents/catalysts: [Cu]I (CuI). Procedure details: 3,6-Dibromocarbazole (0.500 g, 1.538 mmol), NaN3 (0.120 g, 1.846 mmol), CuI (0.029 g, 0.154 mmol), L-proline (0.053 g, 0.461 mmol) and NaOH (0.019 g, 0.461 mmol) were dissolved in 7:3 EtOH/H2O (3.0 mL) and heated to 95° C. under a N2 atmosphere for 24 h. The completed reaction was partitioned between EtOAc/H2O (3×) and the combined organics were washed with satd. aq. NaCl, dried over Na2SO4, filtered, and concentrated. The crude residue was purified by chromatography (SiO2, 0-15% EtOAc/toluene),... The reactants are Cc1c([N+](=O)[O-])cc(C(N)=O)cc1[N+](=O)[O-], CC(C)(C)[O-], CS(C)=O, CC(=O)O, [K+], Nn1cnnc1, O. Product: Cc1c([N+](=O)[O-])cc(C(N)=O)c(N)c1[N+](=O)[O-]. As a reaction SMILES: [CH3:1][c:2]1[c:3]([N+:14](=[O:15])[O-:16])[cH:4][c:5]([C:6](=[O:7])[NH2:8])[cH:9][c:10]1[N+:11](=[O:12])[O-:13].[CH3:23][C:24]([CH3:25])([O-:26])[CH3:27].[CH3:30][S:31](=[O:32])[CH3:33].[CH3:34][C:35](=[O:36])[OH:37].[K+:28].[NH2:17][n:18]1[cH:19][n:20][n:21][cH:22]1.[OH2:29]>>[CH3:1][c:2]1[c:3]([N+:14](=[O:15])[O-:16])[cH:4][c:5]([C:6](=[O:7])[NH2:8])[c:9]([NH2:17])[c:10]1[N+:11](=[O:12])[O-:13]. The reactants are O=C(Cl)c1ccccc1, CCCCCCCCC=CCCCCCCCC(=O)N(C)CCO. The product is CCCCCCCCC=CCCCCCCCC(=O)N(C)CCOC(=O)c1ccccc1. As a reaction SMILES: [C:25]([c:26]1[cH:27][cH:28][cH:29][cH:30][cH:31]1)(=[O:32])[Cl:33].[CH3:1][N:2]([C:3]([CH2:4][CH2:5][CH2:6][CH2:7][CH2:8][CH2:9][CH2:10][CH:11]=[CH:12][CH2:13][CH2:14][CH2:15][CH2:16][CH2:17][CH2:18][CH2:19][CH3:20])=[O:21])[CH2:22][CH2:23][OH:24]>>[CH3:1][N:2]([C:3]([CH2:4][CH2:5][CH2:6][CH2:7][CH2:8][CH2:9][CH2:10][CH:11]=[CH:12][CH2:13][CH2:14][CH2:15][CH2:16][CH2:17][CH2:18][CH2:19][CH3:20])=[O:21])[CH2:22][CH2:23][O:24][C:25]([c:26]1[cH:27][cH:28][cH:29][cH:30][cH:31]1)=[O:32]. Reactants: C(C)OC(=O)C1=CC=C(C=C1)C1=C(C=CC(=C1)NC(=O)C=1SC=CC1)C (2′-Methyl-5′-[(thiophene-2-carbonyl)-amino]-biphenyl-4-carboxylic acid ethyl ester). Solvent: C1CCOC1 (THF), [OH-].[Na+] (sodium hydroxide). The product is CC1=C(C=C(C=C1)NC(=O)C=1SC=CC1)C1=CC=C(C=C1)C(=O)O (2′-Methyl-5′-[(thiophene-2-carbonyl)-amino]-biphenyl-4-carboxylic acid). Reaction SMILES: C([O:3][C:4]([C:6]1[CH:11]=[CH:10][C:9]([C:12]2[CH:17]=[C:16]([NH:18][C:19]([C:21]3[S:22][CH:23]=[CH:24][CH:25]=3)=[O:20])[CH:15]=[CH:14][C:13]=2[CH3:26])=[CH:8][CH:7]=1)=[O:5])C>C1COCC1.[OH-].[Na+]>[CH3:26][C:13]1[CH:14]=[CH:15][C:16]([NH:18][C:19]([C:21]2[S:22][CH:23]=[CH:24][CH:25]=2)=[O:20])=[CH:17][C:12]=1[C:9]1[CH:10]=[CH:11][C:6]([C:4]([OH:5])=[O:3])=[CH:7][CH:8]=1 |f:2.3|. Procedure: 2′-Methyl-5′-[(thiophene-2-carbonyl)-amino]-biphenyl-4-carboxylic acid ethyl ester (425 mg) in THF (10 ml) and sodium hydroxide (1M, 20 ml) was heated to reflux for 4 h. The solvent was then evaporated and the residue acidified. The resulting precipitate was collected by filtration and dried (321 mg).